Dataset: the Open Reaction Database (ORD), a public repository of structured organic reaction records. Task: describe an organic reaction: reactants, conditions, products, and yield Yields the product Cc1cc(C)n(-c2nc(Nc3ccc(Cl)cc3)c3ncn(C)c3n2)n1. As a reaction SMILES: [CH3:10][N:11]([CH3:12])[CH:13]=[O:14].[CH3:3][c:4]1[n:5][nH:6][c:7]([CH3:9])[cH:8]1.[Cl:15][c:16]1[n:17][c:18]([NH:26][c:27]2[cH:28][cH:29][c:30]([Cl:33])[cH:31][cH:32]2)[c:19]2[n:20][cH:21][n:22]([CH3:25])[c:23]2[n:24]1.[H-:1].[Na+:2].[OH2:34]>>[CH3:3][c:4]1[n:5](-[c:16]2[n:17][c:18]([NH:26][c:27]3[cH:28][cH:29][c:30]([Cl:33])[cH:31][cH:32]3)[c:19]3[n:20][cH:21][n:22]([CH3:25])[c:23]3[n:24]2)[n:6][c:7]([CH3:9])[cH:8]1. Starting materials: CN(C)C=O, Cc1cc(C)[nH]n1, Cn1cnc2c(Nc3ccc(Cl)cc3)nc(Cl)nc21, [H-], [Na+], O. Starting materials: CC(=O)O, COC(=O)c1cc([N+](=O)[O-])[nH]n1, C1CCOC1. The product is COC(=O)c1cc(N)[nH]n1. RXN SMILES: [CH3:13][C:14](=[O:15])[OH:16].[CH3:1][O:2][C:3](=[O:4])[c:5]1[n:6][nH:7][c:8]([N+:10]([O-:11])=[O:12])[cH:9]1.[O:17]1[CH2:18][CH2:19][CH2:20][CH2:21]1>>[CH3:1][O:2][C:3](=[O:4])[c:5]1[n:6][nH:7][c:8]([NH2:10])[cH:9]1. Starting materials: CCOC(=O)C(Cc1ccc(OCCCBr)cc1)OC, Oc1ccc(OCC(F)(F)C(F)F)cc1. Product: CCOC(=O)C(Cc1ccc(OCCCOc2ccc(OCC(F)(F)C(F)F)cc2)cc1)OC. Reaction SMILES: [CH2:1]([CH3:2])[O:3][C:4]([CH:5]([CH2:6][c:7]1[cH:8][cH:9][c:10]([O:13][CH2:14][CH2:15][CH2:16][Br:17])[cH:11][cH:12]1)[O:18][CH3:19])=[O:20].[F:21][C:22]([CH2:23][O:24][c:25]1[cH:26][cH:27][c:28]([OH:31])[cH:29][cH:30]1)([CH:32]([F:33])[F:34])[F:35]>>[CH2:1]([CH3:2])[O:3][C:4]([CH:5]([CH2:6][c:7]1[cH:8][cH:9][c:10]([O:13][CH2:14][CH2:15][CH2:16][O:31][c:28]2[cH:27][cH:26][c:25]([O:24][CH2:23][C:22]([F:21])([CH:32]([F:33])[F:34])[F:35])[cH:30][cH:29]2)[cH:11][cH:12]1)[O:18][CH3:19])=[O:20].